From a dataset of the Open Reaction Database (ORD), a public repository of structured organic reaction records. describe an organic reaction: reactants, conditions, products, and yield The reactants are Cn1c(Br)c(C2CCCCC2)c2ccc(C(=O)OC(C)(C)C)cc21, O=C([O-])[O-], COCCOC, [K+], [K+], O, O, OB(O)c1ccccc1O. The product is Cn1c(-c2ccccc2O)c(C2CCCCC2)c2ccc(C(=O)OC(C)(C)C)cc21. Reaction SMILES: [Br:1][c:2]1[n:3]([CH3:24])[c:4]2[cH:5][c:6]([C:17](=[O:18])[O:19][C:20]([CH3:21])([CH3:22])[CH3:23])[cH:7][cH:8][c:9]2[c:10]1[CH:11]1[CH2:12][CH2:13][CH2:14][CH2:15][CH2:16]1.[C:35](=[O:36])([O-:37])[O-:38].[CH3:42][O:43][CH2:44][CH2:45][O:46][CH3:47].[K+:39].[K+:40].[OH2:41].[OH2:48].[OH:25][c:26]1[c:27]([B:32]([OH:33])[OH:34])[cH:28][cH:29][cH:30][cH:31]1>>[c:2]1(-[c:27]2[c:26]([OH:25])[cH:31][cH:30][cH:29][cH:28]2)[n:3]([CH3:24])[c:4]2[cH:5][c:6]([C:17](=[O:18])[O:19][C:20]([CH3:21])([CH3:22])[CH3:23])[cH:7][cH:8][c:9]2[c:10]1[CH:11]1[CH2:12][CH2:13][CH2:14][CH2:15][CH2:16]1. The reactants are CC(C)c1cccc(C(C)C)c1NC(=O)CNCC1(c2ccccc2)CCCC1, CCOC(C)=O, O=C=Nc1ccccc1. Product: CC(C)c1cccc(C(C)C)c1NC(=O)CN(CC1(c2ccccc2)CCCC1)C(=O)Nc1ccccc1. RXN SMILES: [CH3:10][CH:11]([CH3:12])[c:13]1[c:14]([NH:22][C:23]([CH2:24][NH:25][CH2:26][C:27]2([c:32]3[cH:33][cH:34][cH:35][cH:36][cH:37]3)[CH2:28][CH2:29][CH2:30][CH2:31]2)=[O:38])[c:15]([CH:19]([CH3:20])[CH3:21])[cH:16][cH:17][cH:18]1.[CH3:39][CH2:40][O:41][C:42](=[O:43])[CH3:44].[c:1]1([N:7]=[C:8]=[O:9])[cH:2][cH:3][cH:4][cH:5][cH:6]1>>[c:1]1([NH:7][C:8](=[O:9])[N:25]([CH2:24][C:23]([NH:22][c:14]2[c:13]([CH:11]([CH3:10])[CH3:12])[cH:18][cH:17][cH:16][c:15]2[CH:19]([CH3:20])[CH3:21])=[O:38])[CH2:26][C:27]2([c:32]3[cH:33][cH:34][cH:35][cH:36][cH:37]3)[CH2:28][CH2:29][CH2:30][CH2:31]2)[cH:2][cH:3][cH:4][cH:5][cH:6]1. Reactants: [Na] (sodium), [Na] (sodium), C1(=CC=CC=C1)C(Cl)(Cl)Cl (benzotrichloride), C=1(C(=CC=CC1)C)C (xylene), P(OCC)(OCC)[O-] (diethyl phosphite). The solvent is O1CCCC1 (tetrahydrofurane). Reaction conditions: temperature 100 celsius. The product is C1(=CC=CC=C1)C(P(O)(=O)O)(P(O)(=O)O)P(O)(=O)O (phenyl methane triphosphonic acid). Reaction SMILES: [Na].[C:2]1([CH3:9])[C:3](C)=[CH:4][CH:5]=[CH:6][CH:7]=1.[P:10]([O-:17])([O:14]CC)[O:11]CC.C1(C(Cl)(Cl)Cl)C=CC=CC=1>O1CCCC1>[C:2]1([C:9]([P:10]([OH:17])(=[O:11])[OH:14])([P:10]([OH:17])(=[O:14])[OH:11])[P:10]([OH:17])(=[O:14])[OH:11])[CH:3]=[CH:4][CH:5]=[CH:6][CH:7]=1 |^1:0|. Procedure details: There were mixed together 23.0 grams (1.0 mole) of sodium metal along with 90 cc. of xylene and 80 cc. of tetrahydrofurane and the mixture placed under a nitrogen atmosphere. There were then added over a 35 minute period 138.10 grams (1.0 mole) of diethyl phosphite using external cooling to control the reaction exotherm and maintain the temperature at 60° to 65° C. After addition was complete the mixture was heated to 100° C. and maintained there for about 1 hour until there was no more sodium. ...